This data is from the Open Reaction Database (ORD), a public repository of structured organic reaction records. The task is: describe an organic reaction: reactants, conditions, products, and yield Starting materials: O.N (ammonia water), C(C)O (ethanol), CS(=O)(=O)NC1=C(C=CC=C1)O (2-methylsulfonylaminophenol), compound. Reagents/catalysts: [N+](=O)([O-])[O-].[Ag+] (silver nitrate), [N+](=O)([O-])[O-].[Ag+] (silver nitrate). Solvent: O (water), O (water). Conditions: time 3 hour. The product is C1=CC(=O)C=CC1=NC2=CC=C(C=C2)N (indoaniline). Yield: 76.0%. RXN SMILES: [CH2:1]([OH:3])[CH3:2].CS([NH:8][C:9]1[CH:14]=[CH:13][CH:12]=[CH:11][C:10]=1O)(=O)=O.O.[NH3:17]>O.[N+]([O-])([O-])=O.[Ag+]>[CH:11]1[C:10](=[N:8][C:9]2[CH:14]=[CH:13][C:12]([NH2:17])=[CH:11][CH:10]=2)[CH:9]=[CH:14][C:1](=[O:3])[CH:2]=1 |f:2.3,5.6|. Reported procedure: 150 ml of ethanol was added to 3.7 g of 2-methylsulfonylaminophenol of the following structural formula: ##STR108## and 5.24 g of a compound of the following structural formula: ##STR109## stirred at room temperature, and then a solution of 3.4 g of silver nitrate in 15 ml of water was added dropwise. 15 ml of a 28% ammonia water was added thereto, further a solution of 1.5 g of silver nitrate in 10 ml of water was added dropwise, and the reaction was effected at 30°-40° C. for 3 hours. After co... The reactants are C(C)(=O)N1C=NC=C1 (1-acetylimidazole), C[Si](C)(C)[N-][Si](C)(C)C.[K+] (potassium bis(trimethylsilyl)amide), C(C)(C)(C)C1=C(C=C(C=C1)C(N)=O)NC(CC(CCCCC)C1=C(C=CC=C1)OC)=O (N-(2-t-Butyl-5-carbamoylphenyl)-3-(2-methoxyphenyl)octanamide). Run in C(C)(=O)OCC (ethyl acetate), C1(=CC=CC=C1)C (toluene), O1CCCC1 (tetrahydrofuran). Conditions: time 15 minute. Yields the product C(C)(C)(C)C1=C(C=C(C=C1)C(NC(C)=O)=O)NC(CC(CCCCC)C1=C(C=CC=C1)OC)=O (N-[2-t-Butyl-5-(N-acetylcarbamoyl)phenyl]-3-(2-methoxyphenyl)octanamide). RXN SMILES: C[Si]([N-][Si](C)(C)C)(C)C.[K+].[C:11]([C:15]1[CH:20]=[CH:19][C:18]([C:21](=[O:23])[NH2:22])=[CH:17][C:16]=1[NH:24][C:25](=[O:41])[CH2:26][CH:27]([C:33]1[CH:38]=[CH:37][CH:36]=[CH:35][C:34]=1[O:39][CH3:40])[CH2:28][CH2:29][CH2:30][CH2:31][CH3:32])([CH3:14])([CH3:13])[CH3:12].[C:42](N1C=CN=C1)(=[O:44])[CH3:43]>C1(C)C=CC=CC=1.O1CCCC1.C(OCC)(=O)C>[C:11]([C:15]1[CH:20]=[CH:19][C:18]([C:21](=[O:23])[NH:22][C:42](=[O:44])[CH3:43])=[CH:17][C:16]=1[NH:24][C:25](=[O:41])[CH2:26][CH:27]([C:33]1[CH:38]=[CH:37][CH:36]=[CH:35][C:34]=1[O:39][CH3:40])[CH2:28][CH2:29][CH2:30][CH2:31][CH3:32])([CH3:12])([CH3:13])[CH3:14] |f:0.1|. Procedure details: 2.39 ml (1.19 mmol) of a 0.5 M potassium bis(trimethylsilyl)amide solution in toluene were added dropwise at room temperature over a period of 3 minutes to a solution of 338 mg (0.78 mmol) of N-(2-t-butyl-5-carbamoylphenyl)-3-(2-methoxyphenyl)octanamide (prepared as described in Example 151) in 5.0 ml of dry tetrahydrofuran, and the resulting mixture was stirred for 15 minutes, after which 175 mg (1.59 mmol) of 1-acetylimidazole were added. The reaction mixture was stirred for 40 minutes, after ... Starting materials: [H-].[Na+] (Sodium hydride), CN(C)CC(=O)N1C2=C(C=3N(C4=C1C=CC=C4)C(NN3)=O)C=CC=N2 (2,9-dihydro-9-[(dimethylamino)acetyl]-3H-pyrido[3,2-c]-s-triazolo[4,3-a][1,5]benzodiazepin-3-one), CI (methyliodide). Solvent: CN(C=O)C (dimethylformamide). Reaction conditions: temperature 50 celsius, time 21 hour. The product is CN1N=C2N(C3=C(N(C4=C2C=CC=N4)C(CN(C)C)=O)C=CC=C3)C1 (2,9-dihydro-2-methyl-9-[(dimethylamino)acetyl]-3 H-pyrido[3,2-c]-s-triazolo[4,3-a]-[1,5]benzodiazepine). RXN SMILES: [H-].[Na+].[CH3:3][N:4]([CH2:6][C:7]([N:9]1[C:15]2[CH:16]=[CH:17][CH:18]=[CH:19][C:14]=2[N:13]2[C:20](=O)[NH:21][N:22]=[C:12]2[C:11]2[CH:24]=[CH:25][CH:26]=[N:27][C:10]1=2)=[O:8])[CH3:5].[CH3:28]I>CN(C)C=O>[CH3:28][N:21]1[CH2:20][N:13]2[C:14]3[CH:19]=[CH:18][CH:17]=[CH:16][C:15]=3[N:9]([C:7](=[O:8])[CH2:6][N:4]([CH3:5])[CH3:3])[C:10]3[N:27]=[CH:26][CH:25]=[CH:24][C:11]=3[C:12]2=[N:22]1 |f:0.1|. Reported procedure: Sodium hydride (0.178 g., 4.21 mmoles of a 57% dispersion in mineral oil) is added to a solution of 2,9-dihydro-9-[(dimethylamino)acetyl]-3H-pyrido[3,2-c]-s-triazolo[4,3-a][1,5]benzodiazepin-3-one (4.21 mmoles) in 50 ml. of dimethylformamide and the mixture is heated at 95° C. for 35 minutes. The mixture is cooled to 50° C., a solution of methyliodide (4.21 mmole) is added and heating is continued at 95° C. for 21 hours. The mixture is evaporated and methylene chloride-water is added to the resi... The reactants are C(CC)N(CCCN(CCCN(C(=O)OC(C)(C)C)CCC1=NC=CC=C1)C(=O)OC(C)(C)C)C(=O)OC(C)(C)C (1-propyl-9-[2-(2-pyridyl)-ethyl]-1,5,9-tri-BOC-1,5,9-triazanonane), hydrogenated rhodium oxide platinum oxide. The solvent is CO (methanol). Yields the product C(CC)N(CCCN(CCCN(C(=O)OC(C)(C)C)CCC1NCCCC1)C(=O)OC(C)(C)C)C(=O)OC(C)(C)C (1 -Propyl-9-[2-(2-piperidyl)-ethyl ]- 1,5,9-tri-BOC- 1,5,9-triazanonane). RXN SMILES: [CH2:1]([N:4]([C:35]([O:37][C:38]([CH3:41])([CH3:40])[CH3:39])=[O:36])[CH2:5][CH2:6][CH2:7][N:8]([C:28]([O:30][C:31]([CH3:34])([CH3:33])[CH3:32])=[O:29])[CH2:9][CH2:10][CH2:11][N:12]([CH2:20][CH2:21][C:22]1[CH:27]=[CH:26][CH:25]=[CH:24][N:23]=1)[C:13]([O:15][C:16]([CH3:19])([CH3:18])[CH3:17])=[O:14])[CH2:2][CH3:3]>CO>[CH2:1]([N:4]([C:35]([O:37][C:38]([CH3:39])([CH3:41])[CH3:40])=[O:36])[CH2:5][CH2:6][CH2:7][N:8]([C:28]([O:30][C:31]([CH3:34])([CH3:33])[CH3:32])=[O:29])[CH2:9][CH2:10][CH2:11][N:12]([CH2:20][CH2:21][CH:22]1[CH2:27][CH2:26][CH2:25][CH2:24][NH:23]1)[C:13]([O:15][C:16]([CH3:18])([CH3:17])[CH3:19])=[O:14])[CH2:2][CH3:3]. Procedure details: A mixture of 2.084 g (3.6 mmol) of 1-propyl-9-[2-(2-pyridyl)-ethyl]-1,5,9-tri-BOC-1,5,9-triazanonane, 20 ml of methanol and 0.2 g of pre-hydrogenated rhodium oxide/platinum oxide (Nishimura catalyst) is hydrogenated at room temperature and under normal pressure until the absorption of hydrogen has ceased. After filtration and washing the catalyst with methanol, the filtrate is concentrated by evaporation in vacuo, yielding the title compound in the form of a colorless resin, Rf value=0.51 (silic... Starting materials: O (water), C(C)(=O)[O-].[Na+] (sodium acetate), Cl.NO (hydroxylamine hydrochloride), [N+](=O)([O-])C1=CC=C(O1)C1=NN(C=C1C=O)C1=NC=CC=C1 (3-(5-nitro-2-furyl)-1-(2-pyridyl)pyrazole-4-carboxaldehyde). The solvent is CN(C=O)C (dimethylformamide). Reaction conditions: time 4 hour. Product: [N+](=O)([O-])C1=CC=C(O1)C1=NN(C=C1C=NO)C1=NC=CC=C1 (3-(5-nitro-2-furyl)-1-(2-pyridyl)pyrazole-4-carboxaldehydeoxime). The yield is 99.0%. RXN SMILES: C([O-])(=O)C.[Na+].Cl.[NH2:7][OH:8].[N+:9]([C:12]1[O:16][C:15]([C:17]2[C:21]([CH:22]=O)=[CH:20][N:19]([C:24]3[CH:29]=[CH:28][CH:27]=[CH:26][N:25]=3)[N:18]=2)=[CH:14][CH:13]=1)([O-:11])=[O:10].O>CN(C)C=O>[N+:9]([C:12]1[O:16][C:15]([C:17]2[C:21]([CH:22]=[N:7][OH:8])=[CH:20][N:19]([C:24]3[CH:29]=[CH:28][CH:27]=[CH:26][N:25]=3)[N:18]=2)=[CH:14][CH:13]=1)([O-:11])=[O:10] |f:0.1,2.3|. Reported procedure: Add 1.18 g of anhydrous sodium acetate and 1.0 g of hydroxylamine hydrochloride to 3.9 g of 3-(5-nitro-2-furyl)-1-(2-pyridyl)pyrazole-4-carboxaldehyde in 12 ml of dimethylformamide, whereupon the temperature of the formed mixture rises slightly. Stir the resulting mixture at room temperature for 4 hours before pouring onto ice and water to obtain a 99% yield of 3-(5-nitro-2-furyl)-1-(2-pyridyl)pyrazole-4-carboxaldehydeoxime [m.p. 234.5° to 235° C]. Starting materials: Brc1ccc2[nH]ncc2c1, C1=COCCC1, ClCCl, [Na+], O=C([O-])O, Cc1ccc(S(=O)(=O)[O-])cc1, c1cc[nH+]cc1. The product is Brc1ccc2c(cnn2C2CCCCO2)c1. As a reaction SMILES: [Br:24][c:25]1[cH:26][c:27]2[cH:28][n:29][nH:30][c:31]2[cH:32][cH:33]1.[CH2:1]1[CH2:2][O:3][CH:4]=[CH:5][CH2:6]1.[CH2:39]([Cl:40])[Cl:41].[Na+:34].[OH:35][C:36](=[O:37])[O-:38].[c:7]1([CH3:8])[cH:9][cH:10][c:11]([S:12]([O-:13])(=[O:14])=[O:15])[cH:16][cH:17]1.[nH+:18]1[cH:19][cH:20][cH:21][cH:22][cH:23]1>>[CH2:1]1[CH2:2][O:3][CH:4]([n:30]2[n:29][cH:28][c:27]3[cH:26][c:25]([Br:24])[cH:33][cH:32][c:31]32)[CH2:5][CH2:6]1.